Task: describe an organic reaction: reactants, conditions, products, and yield. Dataset: the Open Reaction Database (ORD), a public repository of structured organic reaction records Solvent: O (water), C(C)#N (acetonitrile). Procedure: 1-Phthalimido-1-4′-methoxyphenyl)propane. To a stirred solution of 1-(4′-methoxyphenyl)propylamine (2.5 grams, 15.2 mmol) and sodium carbonate (1.74 grams, 16.4 mmol) in a mixture of water (50 milliliters) and acetonitrile (50 milliliters) was added N-carbethoxyphthalimide (3.34 grams, 15.2 mmol). The resulting suspension was stirred for 4.5 hours at room temperature, the acetonitrile was removed in vacuo and a solid formed. The slurry was filtered and the solid was washed with water and air dri... Product: C1(C=2C(C(N1C(CC)C1=CC=C(C=C1)OC)=O)=CC=CC2)=O (1-Phthalimido-1-(4′-methoxyphenyl)propane). Conditions: time 4.5 hour. RXN SMILES: CCC.[CH3:4][O:5][C:6]1[CH:11]=[CH:10][C:9]([CH:12]([NH2:15])[CH2:13][CH3:14])=[CH:8][CH:7]=1.C(=O)([O-])[O-].[Na+].[Na+].C(N1[C:31](=[O:32])[C:30]2=[CH:33][CH:34]=[CH:35][CH:36]=[C:29]2[C:28]1=[O:37])(OCC)=O>O.C(#N)C>[C:28]1(=[O:37])[N:15]([CH:12]([C:9]2[CH:10]=[CH:11][C:6]([O:5][CH3:4])=[CH:7][CH:8]=2)[CH2:13][CH3:14])[C:31](=[O:32])[C:30]2=[CH:33][CH:34]=[CH:35][CH:36]=[C:29]12 |f:2.3.4|. Starting materials: COC1=CC=C(C=C1)C(CC)N (1-(4′-methoxyphenyl)propylamine), C([O-])([O-])=O.[Na+].[Na+] (sodium carbonate), CCC (propane), C(=O)(OCC)N1C(C=2C(C1=O)=CC=CC2)=O (N-carbethoxyphthalimide). Isolated yield 38.1%. The reactants are C(C)(C)(C)OC(=O)N1CCC(CC1)C1=NC=NC2=CC(=CC=C12)OCCCN1C(CCC1)=O (4-{7-[3-(2-Oxo-pyrrolidin-1-yl)-propoxy]-quinazolin-4-yl}-piperidine-1-carboxylic acid tert-butyl ester), CCN(C(C)C)C(C)C (DIEA), C(=O)(C(F)(F)F)O.C(Cl)Cl (TFA CH2Cl2), [N+](=O)([O-])C1=CC=C(C=C1)OC(NC1=CC=C(C=C1)OC(C)C)=O ((4-isopropoxy-phenyl)-carbamic acid 4-nitro-phenyl ester). Solvent: CC#N (CH3CN). Run at temperature 95 celsius. Product: C(C)(C)OC1=CC=C(C=C1)NC(=O)N1CCC(CC1)C1=NC=NC2=CC(=CC=C12)OCCCN1C(CCC1)=O (4-{7-[3-(2-Oxo-pyrrolidin-1-yl)-propoxy]-quinazolin-4-yl}-piperidine-1-carboxylic acid (4-isopropoxy-phenyl)-amide). Isolated yield 89.0%. Reaction SMILES: C(O[C:6]([N:8]1[CH2:13][CH2:12][CH:11]([C:14]2[C:23]3[C:18](=[CH:19][C:20]([O:24][CH2:25][CH2:26][CH2:27][N:28]4[CH2:32][CH2:31][CH2:30][C:29]4=[O:33])=[CH:21][CH:22]=3)[N:17]=[CH:16][N:15]=2)[CH2:10][CH2:9]1)=[O:7])(C)(C)C.C(O)(C(F)(F)F)=O.C(Cl)Cl.[N+](C1C=CC(OC(=O)[NH:55][C:56]2[CH:61]=[CH:60][C:59]([O:62][CH:63]([CH3:65])[CH3:64])=[CH:58][CH:57]=2)=CC=1)([O-])=O.CCN(C(C)C)C(C)C>CC#N>[CH:63]([O:62][C:59]1[CH:60]=[CH:61][C:56]([NH:55][C:6]([N:8]2[CH2:13][CH2:12][CH:11]([C:14]3[C:23]4[C:18](=[CH:19][C:20]([O:24][CH2:25][CH2:26][CH2:27][N:28]5[CH2:32][CH2:31][CH2:30][C:29]5=[O:33])=[CH:21][CH:22]=4)[N:17]=[CH:16][N:15]=3)[CH2:10][CH2:9]2)=[O:7])=[CH:57][CH:58]=1)([CH3:65])[CH3:64] |f:1.2|. Procedure details: 4-{7-[3-(2-Oxo-pyrrolidin-1-yl)-propoxy]-quinazolin-4-yl}-piperidine-1-carboxylic acid tert-butyl ester (as prepared in the previous step, 0.20 mmol) was treated with 50% TFA/CH2Cl2 (4 mL) for 2 h and the solvents were evaporated. To the residue was added (4-isopropoxy-phenyl)-carbamic acid 4-nitro-phenyl ester (70.2 mg, 0.22 mmol), as prepared in Example 1a, followed by DIEA (130.5 mg, 1.01 mmol) in CH3CN (4 mL). The resulting mixture was heated at 95° C. for 1 h and the solvents were evaporate... Reactants: ClC=1C(=NN(C1C)CC(=O)O)C(F)(F)F (2-(4-chloro-5-methyl-3-(trifluoromethyl)-1H-pyrazol-1-yl)acetic acid), FC1=CC=C(C=C1)N1N=CC=2NCCCC21 (1-(4-fluorophenyl)-4,5,6,7-tetrahydro-1H-pyrazolo[4,3-b]pyridine). Product: ClC=1C(=NN(C1C)CC(=O)N1C2=C(CCC1)N(N=C2)C2=CC=C(C=C2)F)C(F)(F)F (2-[4-chloro-5-methyl-3-(trifluoromethyl)pyrazol-1-yl]-1-[1-(4-fluorophenyl)-6,7-dihydro-5H-pyrazolo[4,3-b]pyridin-4-yl]ethanone). RXN SMILES: [Cl:1][C:2]1[C:3]([C:12]([F:15])([F:14])[F:13])=[N:4][N:5]([CH2:8][C:9]([OH:11])=O)[C:6]=1[CH3:7].[F:16][C:17]1[CH:22]=[CH:21][C:20]([N:23]2[C:31]3[CH2:30][CH2:29][CH2:28][NH:27][C:26]=3[CH:25]=[N:24]2)=[CH:19][CH:18]=1>>[Cl:1][C:2]1[C:3]([C:12]([F:15])([F:14])[F:13])=[N:4][N:5]([CH2:8][C:9]([N:27]2[CH2:28][CH2:29][CH2:30][C:31]3[N:23]([C:20]4[CH:21]=[CH:22][C:17]([F:16])=[CH:18][CH:19]=4)[N:24]=[CH:25][C:26]2=3)=[O:11])[C:6]=1[CH3:7]. Reported procedure: The compound was prepared from 2-(4-chloro-5-methyl-3-(trifluoromethyl)-1H-pyrazol-1-yl)acetic acid and 1-(4-fluorophenyl)-4,5,6,7-tetrahydro-1H-pyrazolo[4,3-b]pyridine using General Method B. The product mixture was washed with 2×1 M NaHSO4 and 2×1.5 M KOH and the organics were eluted through a silica plug. The resulting slurry was concentrated to a white solid that was triturated with 1:1 hexanes:EtOAc to give the title compound as a crystalline white solid (75.9 mg). 1H NMR (400 MHz, CDCl3, m... Starting materials: OC(CNC(CCCCC(=O)NCCC1=CC(=C(C=C1)OCC1=CC=CC=C1)OCC1=CC=CC=C1)=O)C1=CC=CC=C1 (N-(2-hydroxy-2-phenylethyl)-N'-[2-(3,4-bis(phenylmethoxy)phenyl)ethyl]hexane-1,6-diamide), B#B (diborane), CO (Methanol). Solvent: O1CCCC1 (tetrahydrofuran), O1CCCC1 (tetrahydrofuran). The product is OC(CNCCCCCCNCCC=1C=C(C(=CC1)O)O)C1=CC=CC=C1 (4-[2-(6-(2-Hydroxy-2-phenylethylamino)hexylamino)ethyl]-1,2-benzenediol). As a reaction SMILES: [OH:1][CH:2]([C:38]1[CH:43]=[CH:42][CH:41]=[CH:40][CH:39]=1)[CH2:3][NH:4][C:5](=O)[CH2:6][CH2:7][CH2:8][CH2:9][C:10]([NH:12][CH2:13][CH2:14][C:15]1[CH:20]=[CH:19][C:18]([O:21]CC2C=CC=CC=2)=[C:17]([O:29]CC2C=CC=CC=2)[CH:16]=1)=O.B#B.CO>O1CCCC1>[OH:1][CH:2]([C:38]1[CH:43]=[CH:42][CH:41]=[CH:40][CH:39]=1)[CH2:3][NH:4][CH2:5][CH2:6][CH2:7][CH2:8][CH2:9][CH2:10][NH:12][CH2:13][CH2:14][C:15]1[CH:16]=[C:17]([OH:29])[C:18]([OH:21])=[CH:19][CH:20]=1. Procedure: A solution of N-(2-hydroxy-2-phenylethyl)-N'-[2-(3,4-bis(phenylmethoxy)phenyl)ethyl]hexane-1,6-diamide prepared in an analogous manner to that described in Example 12(a) above (3.48 g) in dry tetrahydrofuran (100 ml) was stirred under a nitrogen atmosphere whilst diborane in tetrahydrofuran (30 ml of 1M solution) was added and then the solution heated to reflux for 6 hours. Methanol (100 ml) was added to the cooled solution and the mixture evaporated to dryness. The residue was dissolved in meth... The reactants are Cc1cccc2c1NCC2, COc1cc2ncnc(Cl)c2cc1OC, CN(C)C=O, c1ccncc1. Product: COc1cc2ncnc(N3CCc4cccc(C)c43)c2cc1OC. Reaction SMILES: [CH3:1][c:2]1[cH:3][cH:4][cH:5][c:6]2[c:10]1[NH:9][CH2:8][CH2:7]2.[Cl:17][c:18]1[n:19][cH:20][n:21][c:22]2[cH:23][c:24]([O:30][CH3:31])[c:25]([O:28][CH3:29])[cH:26][c:27]12.[O:32]=[CH:33][N:34]([CH3:35])[CH3:36].[cH:11]1[cH:12][cH:13][n:14][cH:15][cH:16]1>>[CH3:1][c:2]1[cH:3][cH:4][cH:5][c:6]2[c:10]1[N:9]([c:18]1[n:19][cH:20][n:21][c:22]3[cH:23][c:24]([O:30][CH3:31])[c:25]([O:28][CH3:29])[cH:26][c:27]13)[CH2:8][CH2:7]2. Starting materials: COc1cc(C2CC(N3CCOCC3)Oc3cc(N(C)C)ccc32)cc(Br)c1OC, CC(=O)O, [Na+], O=C([O-])O, O. Product: COc1cc(C2CC(O)Oc3cc(N(C)C)ccc32)cc(Br)c1OC. Reaction SMILES: [Br:1][c:2]1[cH:3][c:4]([CH:12]2[CH2:13][CH:14]([N:25]3[CH2:26][CH2:27][O:28][CH2:29][CH2:30]3)[O:15][c:16]3[cH:17][c:18]([N:22]([CH3:23])[CH3:24])[cH:19][cH:20][c:21]32)[cH:5][c:6]([O:10][CH3:11])[c:7]1[O:8][CH3:9].[CH3:36][C:37](=[O:38])[OH:39].[Na+:35].[O-:31][C:32]([OH:33])=[O:34].[OH2:40]>>[Br:1][c:2]1[cH:3][c:4]([CH:12]2[CH2:13][CH:14]([OH:31])[O:15][c:16]3[cH:17][c:18]([N:22]([CH3:23])[CH3:24])[cH:19][cH:20][c:21]32)[cH:5][c:6]([O:10][CH3:11])[c:7]1[O:8][CH3:9]. RXN SMILES: [CH2:18]([N+:19]([CH2:20][CH3:21])([CH2:22][CH3:23])[CH2:24][CH3:25])[c:26]1[cH:27][cH:28][cH:29][cH:30][cH:31]1.[CH:13]([Cl:14])([Cl:15])[Cl:16].[Cl-:17].[F:3][C:4](=[CH2:5])[c:6]1[cH:7][cH:8][c:9]([CH3:12])[cH:10][cH:11]1.[Na+:2].[OH-:1]>>[F:3][C:4]1([c:6]2[cH:7][cH:8][c:9]([CH3:12])[cH:10][cH:11]2)[CH2:5][C:13]1([Cl:14])[Cl:16]. The product is Cc1ccc(C2(F)CC2(Cl)Cl)cc1. Starting materials: CC[N+](CC)(CC)Cc1ccccc1, ClC(Cl)Cl, [Cl-], C=C(F)c1ccc(C)cc1, [Na+], [OH-].